From a dataset of the Open Reaction Database (ORD), a public repository of structured organic reaction records. describe an organic reaction: reactants, conditions, products, and yield Starting materials: ClC1=CC=C(C=C1)N1N=C(N=C1C1=CC=C(C=C1)SC)C1=CC=CC=C1 (1-(4-chloro-phenyl)-5-(4-methylthio-phenyl)-3-phenyl-1H-1,2,4-triazole), C1=CC(=CC(=C1)Cl)C(=O)OO (MCPBA), [OH-].[Na+] (NaOH), S(=O)([O-])S(=O)[O-].[Na+].[Na+] (sodium hydrosulfite). The solvent is C(Cl)(Cl)Cl (CHCl3). Run at time 2 day. Yields the product ClC1=CC=C(C=C1)N1N=C(N=C1C1=CC=C(C=C1)S(=O)(=O)C)C1=CC=CC=C1 (1-(4-chloro-phenyl)-5-(4-methylsulfonyl-phenyl)-3-phenyl-1H-1,2,4-triazole). Yield: 36.0%. Reaction SMILES: [Cl:1][C:2]1[CH:7]=[CH:6][C:5]([N:8]2[C:12]([C:13]3[CH:18]=[CH:17][C:16](SC)=[CH:15][CH:14]=3)=[N:11][C:10]([C:21]3[CH:26]=[CH:25][CH:24]=[CH:23][CH:22]=3)=[N:9]2)=[CH:4][CH:3]=1.[CH:27]1C=C(Cl)C=C(C(OO)=O)C=1.[S:38](S([O-])=O)([O-:40])=[O:39].[Na+].[Na+].[OH-].[Na+]>C(Cl)(Cl)Cl>[Cl:1][C:2]1[CH:3]=[CH:4][C:5]([N:8]2[C:12]([C:13]3[CH:18]=[CH:17][C:16]([S:38]([CH3:27])(=[O:40])=[O:39])=[CH:15][CH:14]=3)=[N:11][C:10]([C:21]3[CH:22]=[CH:23][CH:24]=[CH:25][CH:26]=3)=[N:9]2)=[CH:6][CH:7]=1 |f:2.3.4,5.6|. Procedure: To a solution of 1-(4-chloro-phenyl)-5-(4-methylthio-phenyl)-3-phenyl-1H-1,2,4-triazole (130 mg, 0.34 mmol) in CHCl3 (5 ml) were added 2 equivalents of MCPBA (200 mg, 6.88 mmol). The reaction mixture was stirred for two days at room temperature, then sodium hydrosulfite was added and the resulting mixture was neutralized with concentrated NaOH. After extraction with chloroform, the organic phase was washed with water and dried over sodium sulfate. Evaporation under pressure and crystallization f... Starting materials: [H-].[Na+] (sodium hydride), FC(CCCCCO)(F)F (6,6,6-trifluoro-1-hexanol), ClC1=NSN=C1C=1C=NC=CC1 (3-(3-chloro-1,2,5-thiadiazol-4-yl)pyridine). Run in O1CCCC1 (tetrahydrofuran). Yields the product FC(CCCCCOC1=NSN=C1C=1C=NC=CC1)(F)F (3-(6,6,6-Trifluorohexyloxy-1,2,5-thiadiazol-4-yl)pyridine). Yield: 31.0%. Reaction SMILES: [H-].[Na+].[F:3][C:4]([F:12])([F:11])[CH2:5][CH2:6][CH2:7][CH2:8][CH2:9][OH:10].Cl[C:14]1[C:18]([C:19]2[CH:20]=[N:21][CH:22]=[CH:23][CH:24]=2)=[N:17][S:16][N:15]=1>O1CCCC1>[F:3][C:4]([F:12])([F:11])[CH2:5][CH2:6][CH2:7][CH2:8][CH2:9][O:10][C:14]1[C:18]([C:19]2[CH:20]=[N:21][CH:22]=[CH:23][CH:24]=2)=[N:17][S:16][N:15]=1 |f:0.1|. Procedure: To a mixture of sodium hydride (12.8 mmol) and 6,6,6-trifluoro-1-hexanol (3.0 g, 19.2 mmol) in tetrahydrofuran (40 ml) was added 3-(3-chloro-1,2,5-thiadiazol-4-yl)pyridine (1.3 g, 6.4 mmol). The mixture was refluxed for 36 h. and evaporated. After evaporation the residue was dissolved in water then extracted with diethyl ether. The dried organic phases were evaporated and the residue purified by column chromatography (silica gel, eluent:ethyl acetate/hexanes) to yield 630 mg (31%) of the title c... Starting materials: CC(O)C1CN(Cc2ccccc2)CC1c1ccc(C#N)cc1, FC(F)(F)c1ccc(Cl)nc1, [H-], [Na+], CN(C)C=O. Yields the product CC(Oc1ccc(C(F)(F)F)cn1)C1CN(Cc2ccccc2)CC1c1ccc(C#N)cc1. As a reaction SMILES: [CH2:1]([c:2]1[cH:3][cH:4][cH:5][cH:6][cH:7]1)[N:8]1[CH2:9][CH:10]([c:16]2[cH:17][cH:18][c:19]([C:20]#[N:21])[cH:22][cH:23]2)[CH:11]([CH:13]([CH3:14])[OH:15])[CH2:12]1.[Cl:26][c:27]1[n:28][cH:29][c:30]([C:33]([F:34])([F:35])[F:36])[cH:31][cH:32]1.[H-:25].[Na+:24].[O:37]=[CH:38][N:39]([CH3:40])[CH3:41]>>[CH2:1]([c:2]1[cH:3][cH:4][cH:5][cH:6][cH:7]1)[N:8]1[CH2:9][CH:10]([c:16]2[cH:17][cH:18][c:19]([C:20]#[N:21])[cH:22][cH:23]2)[CH:11]([CH:13]([CH3:14])[O:15][c:27]2[n:28][cH:29][c:30]([C:33]([F:34])([F:35])[F:36])[cH:31][cH:32]2)[CH2:12]1.